Dataset: the Open Reaction Database (ORD), a public repository of structured organic reaction records. Task: describe an organic reaction: reactants, conditions, products, and yield Starting materials: Cl, C1COCCO1, O=C(OCC(Cl)(Cl)Cl)N1CCC2OC2C1, O. Yields the product O=C(OCC(Cl)(Cl)Cl)N1CCC(Cl)C(O)C1. Reaction SMILES: [ClH:16].[O:17]1[CH2:18][CH2:19][O:20][CH2:21][CH2:22]1.[O:1]1[CH:2]2[CH2:3][N:4]([C:8](=[O:9])[O:10][CH2:11][C:12]([Cl:13])([Cl:14])[Cl:15])[CH2:5][CH2:6][CH:7]12.[OH2:23]>>[OH:1][CH:2]1[CH2:3][N:4]([C:8](=[O:9])[O:10][CH2:11][C:12]([Cl:13])([Cl:14])[Cl:15])[CH2:5][CH2:6][CH:7]1[Cl:16].